This data is from the Open Reaction Database (ORD), a public repository of structured organic reaction records. The task is: describe an organic reaction: reactants, conditions, products, and yield The reactants are C(C)(=O)OCC (ethyl acetate), Cl.NO (hydroxylamine hydrochloride), C(C)(C)N(CC)C(C)C (diisopropylethylamine), N-[(Dimethylamino)-1H-1,2,3-triazolo[4,5-b]pyridin-1-ylmethylene]-N-methylmethaninium hexafluorophosphate N-oxide, CC([C@@H](C(=O)N[C@H](C)C1=CC=CC=C1)NC(=O)[C@@H](CC(=O)O)CCCC1=CC(=C(C=C1)OC1=CC=CC=C1)F)(C)C ((3R)-3-({[(1S)-2,2-dimethyl-1-({[(1R)-1-phenylethyl]amino}carbonyl)propyl]amino}carbonyl)-6-(3-fluoro-4-phenoxyphenyl)hexanoic acid), C(C)(C)N(CC)C(C)C (diisopropylethylamine). The solvent is CN(C=O)C (dimethylformamide). Conditions: temperature 20 celsius, time 25 minute. Yields the product CC([C@@H](C(=O)N[C@H](C)C1=CC=CC=C1)NC([C@@H](CC(=O)NO)CCCC1=CC(=C(C=C1)OC1=CC=CC=C1)F)=O)(C)C (N1-[(1S)-2,2-Dimethyl-1-({[(1R)-1-phenylethyl]amino}carbonyl) propyl]-(2R)-2[3-(3-fluoro-4-phenoxyphenyl)propyl]-(N4-hydroxy)butanediamide). Yield: 36.6%. As a reaction SMILES: [CH3:1][C:2]([CH3:41])([CH3:40])[C@H:3]([NH:15][C:16]([C@H:18]([CH2:23][CH2:24][CH2:25][C:26]1[CH:31]=[CH:30][C:29]([O:32][C:33]2[CH:38]=[CH:37][CH:36]=[CH:35][CH:34]=2)=[C:28]([F:39])[CH:27]=1)[CH2:19][C:20](O)=[O:21])=[O:17])[C:4]([NH:6][C@@H:7]([C:9]1[CH:14]=[CH:13][CH:12]=[CH:11][CH:10]=1)[CH3:8])=[O:5].C(N(C(C)C)CC)(C)C.Cl.[NH2:52][OH:53].C(OCC)(=O)C>CN(C)C=O>[CH3:1][C:2]([CH3:40])([CH3:41])[C@H:3]([NH:15][C:16](=[O:17])[C@H:18]([CH2:23][CH2:24][CH2:25][C:26]1[CH:31]=[CH:30][C:29]([O:32][C:33]2[CH:34]=[CH:35][CH:36]=[CH:37][CH:38]=2)=[C:28]([F:39])[CH:27]=1)[CH2:19][C:20]([NH:52][OH:53])=[O:21])[C:4]([NH:6][C@@H:7]([C:9]1[CH:10]=[CH:11][CH:12]=[CH:13][CH:14]=1)[CH3:8])=[O:5] |f:2.3|. Procedure details: N-[(Dimethylamino)-1H-1,2,3-triazolo[4,5-b]pyridin-1-ylmethylene]-N-methylmethaninium hexafluorophosphate N-oxide (740 mg, 1.95 mmol) was added to a stirred solution of (3R)-3-({[(1S)-2,2-dimethyl-1-({[(1R)-1-phenylethyl]amino}carbonyl)propyl]amino}carbonyl)-6-(3-fluoro-4-phenoxyphenyl)hexanoic acid (Preparation 5) (731 mg, 1.30 mmol) and diisopropylethylamine (220 μL, 1.30 mmol) in anhydrous dimethylformamide (10 mL) at 0° C. under nitrogen. After 25 min, hydroxylamine hydrochloride (271 mg, 3....